This data is from the Open Reaction Database (ORD), a public repository of structured organic reaction records. The task is: describe an organic reaction: reactants, conditions, products, and yield Reported procedure: To a stirred solution of the material from Step 11 (51 mg, 0.056 mmol) in THF (1 mL) at 0° C. was added 1.0 M TBAF (111 μL, 0.11 mmol) in THF. The reaction mixture was stirred at room temperature overnight, concentrated to dryness in vacuo, and the residue was purified by flash chromatography on silica gel using EtOAc-hexanes to afford 30 mg of the title compound. 1H NMR (DMSO-d6): δ 8.37 (b, 1H), 7.76 (d, J=7.92 Hz, 2H), 7.49 (d, J=7.92 Hz, 2H), 7.46 (d, J=9.20 Hz, 1H), 7.37-7.30 (m, 4H), 7.30-... The yield is 77.7%. Conditions: time 8 hour. Starting materials: [Si](C)(C)(C(C)(C)C)OC[C@H](CCC(CNC([C@@H](NC(=O)OC)C(C1=CC=CC=C1)C1=CC=CC=C1)=O)(F)F)N(CCCCC)S(=O)(=O)C1=CC=C(C=C1)CO[Si](C)(C)C(C)(C)C (N-{(5S)-6-{[tert-butyl(dimethyl)silyl]oxy}-5-[{[4-({[tert-butyl(dimethyl)silyl]oxy}methyl)phenyl]sulfonyl}(pentyl)amino]-2,2-difluorohexyl}-Nα-(methoxycarbonyl)-β-phenyl-L-phenylalaninamide), CCCC[N+](CCCC)(CCCC)CCCC.[F-] (TBAF). Product: FC(CNC([C@@H](NC(=O)OC)C(C1=CC=CC=C1)C1=CC=CC=C1)=O)(CC[C@@H](CO)N(CCCCC)S(=O)(=O)C1=CC=C(C=C1)CO)F (N-{(5S)-2,2-difluoro-6-hydroxy-5-[{[4-(hydroxymethyl)phenyl]sulfonyl}(pentyl)amino]hexyl}-Nα-(methoxycarbonyl)-β-phenyl-L-phenylalaninamide). Run in C1CCOC1 (THF), C1CCOC1 (THF). RXN SMILES: [Si]([O:8][CH2:9][C@@H:10]([N:39]([S:45]([C:48]1[CH:53]=[CH:52][C:51]([CH2:54][O:55][Si](C(C)(C)C)(C)C)=[CH:50][CH:49]=1)(=[O:47])=[O:46])[CH2:40][CH2:41][CH2:42][CH2:43][CH3:44])[CH2:11][CH2:12][C:13]([F:38])([F:37])[CH2:14][NH:15][C:16](=[O:36])[C@H:17]([CH:23]([C:30]1[CH:35]=[CH:34][CH:33]=[CH:32][CH:31]=1)[C:24]1[CH:29]=[CH:28][CH:27]=[CH:26][CH:25]=1)[NH:18][C:19]([O:21][CH3:22])=[O:20])(C(C)(C)C)(C)C.CCCC[N+](CCCC)(CCCC)CCCC.[F-]>C1COCC1>[F:38][C:13]([F:37])([CH2:12][CH2:11][C@H:10]([N:39]([S:45]([C:48]1[CH:49]=[CH:50][C:51]([CH2:54][OH:55])=[CH:52][CH:53]=1)(=[O:47])=[O:46])[CH2:40][CH2:41][CH2:42][CH2:43][CH3:44])[CH2:9][OH:8])[CH2:14][NH:15][C:16](=[O:36])[C@H:17]([CH:23]([C:30]1[CH:35]=[CH:34][CH:33]=[CH:32][CH:31]=1)[C:24]1[CH:25]=[CH:26][CH:27]=[CH:28][CH:29]=1)[NH:18][C:19]([O:21][CH3:22])=[O:20] |f:1.2|. Starting materials: COC(C)(C)C, C1CN2CCN1CC2, CC(C)(C)OC(=O)N1CCC(CO)CC1, O=S(=O)(Cl)Cl, Cc1ccccc1. Product: Cc1ccc(S(=O)(=O)OCC2CCN(C(=O)OC(C)(C)C)CC2)cc1. Reaction SMILES: [CH3:36][O:37][C:38]([CH3:39])([CH3:40])[CH3:41].[N:16]12[CH2:17][CH2:18][N:19]([CH2:20][CH2:21]1)[CH2:22][CH2:23]2.[OH:1][CH2:2][CH:3]1[CH2:4][CH2:5][N:6]([C:9](=[O:10])[O:11][C:12]([CH3:13])([CH3:14])[CH3:15])[CH2:7][CH2:8]1.[S:24](=[O:25])(=[O:26])([Cl:27])[Cl:28].[c:29]1([CH3:35])[cH:30][cH:31][cH:32][cH:33][cH:34]1>>[O:1]([CH2:2][CH:3]1[CH2:4][CH2:5][N:6]([C:9](=[O:10])[O:11][C:12]([CH3:13])([CH3:14])[CH3:15])[CH2:7][CH2:8]1)[S:24](=[O:25])(=[O:26])[c:32]1[cH:31][cH:30][c:29]([CH3:35])[cH:34][cH:33]1. The reactants are Cc1cncc(C)c1Br, CC(C)(C)[O-], Cc1ccccc1, COc1ccc2c(Nc3c(Cl)cncc3Cl)cc(=O)[nH]c2c1OCC1CC1, [Na+], O=C(C=Cc1ccccc1)C=Cc1ccccc1, O=C(C=Cc1ccccc1)C=Cc1ccccc1, O=C(C=Cc1ccccc1)C=Cc1ccccc1, [Pd], [Pd]. Yields the product COc1ccc2c(Nc3c(C)cncc3C)cc(=O)[nH]c2c1OCC1CC1. As a reaction SMILES: [Br:1][c:2]1[c:3]([CH3:9])[cH:4][n:5][cH:6][c:7]1[CH3:8].[CH3:37][C:38]([CH3:39])([O-:40])[CH3:41].[CH3:99][c:100]1[cH:101][cH:102][cH:103][cH:104][cH:105]1.[CH:10]1([CH2:13][O:14][c:15]2[c:16]([O:35][CH3:36])[cH:17][cH:18][c:19]3[c:20]([NH:26][c:27]4[c:28]([Cl:29])[cH:30][n:31][cH:32][c:33]4[Cl:34])[cH:21][c:22](=[O:25])[nH:23][c:24]23)[CH2:11][CH2:12]1.[Na+:42].[O:45]=[C:46]([CH:47]=[CH:48][c:49]1[cH:50][cH:51][cH:52][cH:53][cH:54]1)[CH:55]=[CH:56][c:57]1[cH:58][cH:59][cH:60][cH:61][cH:62]1.[O:63]=[C:64]([CH:65]=[CH:66][c:67]1[cH:68][cH:69][cH:70][cH:71][cH:72]1)[CH:73]=[CH:74][c:75]1[cH:76][cH:77][cH:78][cH:79][cH:80]1.[O:81]=[C:82]([CH:83]=[CH:84][c:85]1[cH:86][cH:87][cH:88][cH:89][cH:90]1)[CH:91]=[CH:92][c:93]1[cH:94][cH:95][cH:96][cH:97][cH:98]1.[Pd:43].[Pd:44]>>[c:2]1([NH:26][c:20]2[c:19]3[cH:18][cH:17][c:16]([O:35][CH3:36])[c:15]([O:14][CH2:13][CH:10]4[CH2:11][CH2:12]4)[c:24]3[nH:23][c:22](=[O:25])[cH:21]2)[c:3]([CH3:9])[cH:4][n:5][cH:6][c:7]1[CH3:8]. Reactants: Cl (HCl), O1CCOCC1 (1,4-dioxane), FC1=CC=C(C=C1)C1=C(C(=C(N=N1)N1CCC(CC1)N(C(=O)[C@H]1N(CCCC1)C(=O)OC(C)(C)C)C)C)C ((S)-tert-butyl 2-((1-(6-(4-fluorophenyl)-4,5-dimethylpyridazin-3-yl)piperidin-4-yl)(methyl)carbamoyl)piperidine-1-carboxylate). Solvent: C(Cl)Cl (CH2Cl2). Run at time 4 hour. Product: Cl.Cl.FC1=CC=C(C=C1)C1=C(C(=C(N=N1)N1CCC(CC1)N(C(=O)[C@H]1NCCCC1)C)C)C ((S)-N-(1-(6-(4-Fluorophenyl)-4,5-dimethylpyridazin-3-yl)piperidin-4-yl)-N-methylpiperidine-2-carboxamide dihydrochloride). Reaction SMILES: [ClH:1].O1CCOCC1.[F:8][C:9]1[CH:14]=[CH:13][C:12]([C:15]2[N:20]=[N:19][C:18]([N:21]3[CH2:26][CH2:25][CH:24]([N:27]([CH3:43])[C:28]([C@@H:30]4[CH2:35][CH2:34][CH2:33][CH2:32][N:31]4C(OC(C)(C)C)=O)=[O:29])[CH2:23][CH2:22]3)=[C:17]([CH3:44])[C:16]=2[CH3:45])=[CH:11][CH:10]=1>C(Cl)Cl>[ClH:1].[ClH:1].[F:8][C:9]1[CH:14]=[CH:13][C:12]([C:15]2[N:20]=[N:19][C:18]([N:21]3[CH2:22][CH2:23][CH:24]([N:27]([CH3:43])[C:28]([C@@H:30]4[CH2:35][CH2:34][CH2:33][CH2:32][NH:31]4)=[O:29])[CH2:25][CH2:26]3)=[C:17]([CH3:44])[C:16]=2[CH3:45])=[CH:11][CH:10]=1 |f:4.5.6|. Procedure: Add 4 M HCl in 1,4-dioxane (1.00 mL, 4.00 mmol) to a solution of (S)-tert-butyl 2-((1-(6-(4-fluorophenyl)-4,5-dimethylpyridazin-3-yl)piperidin-4-yl)(methyl)carbamoyl)piperidine-1-carboxylate (80 mg, 0.152 mmol) in CH2Cl2 (2 mL). Stir the resulting mixture for 4 h at ambient temperature. Concentrate under reduced pressure and dry the residue in a vacuum oven at 45° C. to provide the title compound as pale yellow foam (79 mg, quantitative). ES/MS m/z 426.2 (M+1).